This data is from the Open Reaction Database (ORD), a public repository of structured organic reaction records. The task is: describe an organic reaction: reactants, conditions, products, and yield Reactants: N#Cc1cccc(-c2ccc(Br)o2)c1, CCCC[Sn](CCCC)(CCCC)c1ccccn1, Cc1ccccc1, c1ccc(P(c2ccccc2)(c2ccccc2)[Pd](P(c2ccccc2)(c2ccccc2)c2ccccc2)(P(c2ccccc2)(c2ccccc2)c2ccccc2)P(c2ccccc2)(c2ccccc2)c2ccccc2)cc1. RXN SMILES: [Br:1][c:2]1[cH:3][cH:4][c:5](-[c:7]2[cH:8][c:9]([C:10]#[N:11])[cH:12][cH:13][cH:14]2)[o:6]1.[CH2:15]([Sn:16]([CH2:17][CH2:18][CH2:19][CH3:26])([c:20]1[n:21][cH:22][cH:23][cH:24][cH:25]1)[CH2:27][CH2:28][CH2:29][CH3:30])[CH2:31][CH2:32][CH3:33].[CH3:34][c:35]1[cH:36][cH:37][cH:38][cH:39][cH:40]1.[cH:41]1[cH:42][cH:43][c:44]([P:45]([Pd:46]([P:47]([c:48]2[cH:49][cH:50][cH:51][cH:52][cH:53]2)([c:54]2[cH:55][cH:56][cH:57][cH:58][cH:59]2)[c:60]2[cH:61][cH:62][cH:63][cH:64][cH:65]2)([P:66]([c:67]2[cH:68][cH:69][cH:70][cH:71][cH:72]2)([c:73]2[cH:74][cH:75][cH:76][cH:77][cH:78]2)[c:79]2[cH:80][cH:81][cH:82][cH:83][cH:84]2)[P:85]([c:86]2[cH:87][cH:88][cH:89][cH:90][cH:91]2)([c:92]2[cH:93][cH:94][cH:95][cH:96][cH:97]2)[c:98]2[cH:99][cH:100][cH:101][cH:102][cH:103]2)([c:104]2[cH:105][cH:106][cH:107][cH:108][cH:109]2)[c:110]2[cH:111][cH:112][cH:113][cH:114][cH:115]2)[cH:116][cH:117]1>>[c:2]1(-[c:20]2[n:21][cH:22][cH:23][cH:24][cH:25]2)[cH:3][cH:4][c:5](-[c:7]2[cH:8][c:9]([C:10]#[N:11])[cH:12][cH:13][cH:14]2)[o:6]1. Product: N#Cc1cccc(-c2ccc(-c3ccccn3)o2)c1. Reactants: B(O)(O)O.C(CN(CC(=O)O)CC(=O)O)N(CC(=O)O)CC(=O)O.C(C(CO)(CO)N)O (TBE), C=1C=CC2=C(C1)C(OS2(=O)=O)(C=3C=C(C(=C(C3)Br)O)Br)C=4C=C(C(=C(C4)Br)O)Br (bromophenol blue), CC[N+]1=C2C=C(C=CC2=C3C=CC(=CC3=C1C=4C=CC=CC4)N)N.[Br-] (ethidium bromide), C([C@@H]1[C@H]([C@@H]([C@H]([C@H](O1)O[C@]2([C@H]([C@@H]([C@H](O2)CO)O)O)CO)O)O)O)O (sucrose), agarose, B(O)(O)O.C(CN(CC(=O)O)CC(=O)O)N(CC(=O)O)CC(=O)O.C(C(CO)(CO)N)O (tris-borate EDTA), agarose, CN(C)C1=CC=C(C=C1)C(CC2=CC=CC=C2S(=O)(=O)O)C3=CC=C(C=C3)N(C)C (Xylene cyanol). Run in O (water). Product: Tris-borate, B(O)(O)O (boric acid), C(CN(CC(=O)O)CC(=O)O)N(CC(=O)O)CC(=O)O (EDTA). RXN SMILES: C1C=CC2S(=O)(=O)OC(C3C=C(Br)C(O)=C(Br)C=3)(C3C=C(Br)C(O)=C(Br)C=3)C=2C=1.CN(C1C=CC(C(C2C=CC(N(C)C)=CC=2)CC2C(S(O)(=O)=O)=CC=CC=2)=CC=1)C.C(O)[C@H]1O[C@H](O[C@]2(CO)O[C@H](CO)[C@@H](O)[C@@H]2O)[C@H](O)[C@@H](O)[C@@H]1O.CC[N+]1C(C2C=CC=CC=2)=C2C(C=CC(N)=C2)=C2C=1C=C(N)C=C2.[Br-].[B:108]([OH:111])([OH:110])[OH:109].[CH2:112]([N:123]([CH2:128][C:129]([OH:131])=[O:130])[CH2:124][C:125]([OH:127])=[O:126])[CH2:113][N:114]([CH2:119][C:120]([OH:122])=[O:121])[CH2:115][C:116]([OH:118])=[O:117].C(O)C(N)(CO)CO>O>[B:108]([OH:111])([OH:110])[OH:109].[CH2:113]([N:114]([CH2:119][C:120]([OH:122])=[O:121])[CH2:115][C:116]([OH:118])=[O:117])[CH2:112][N:123]([CH2:128][C:129]([OH:131])=[O:130])[CH2:124][C:125]([OH:127])=[O:126] |f:3.4,5.6.7|. Procedure: The PCR was monitored by agarose gel electrophoresis as follows: A 1.5% agarose (FMC Bioproducts) electrophoresis gel in tris-borate EDTA (“TBE”) 1× buffer (89 mM Tris-borate (Fisher Biotech), 89 mM boric acid (Mallinckrodt) and 2 mM EDTA (Mallinckrodt)) was prepared. Five to ten microliters of PCR products were loaded onto the gel with 1 μl dye 10× (0.5% bromophenol blue (Sigma), 0.5% Xylene cyanol (Gibco-BRL), 40% (w/v) sucrose (IBI) in water). Electrophoresis was run in TBE 1× at 120 V for 45...